From a dataset of the Open Reaction Database (ORD), a public repository of structured organic reaction records. describe an organic reaction: reactants, conditions, products, and yield Starting materials: CS(C)=O, COCC(N)CCN1CC(Oc2ccc(Cl)cc2)C1, CCc1cc(NC(=O)Oc2ccccc2)n(C)n1. Product: CCc1cc(NC(=O)NC(CCN2CC(Oc3ccc(Cl)cc3)C2)COC)n(C)n1. Reaction SMILES: [CH3:38][S:39]([CH3:40])=[O:41].[Cl:1][c:2]1[cH:3][cH:4][c:5]([O:6][CH:7]2[CH2:8][N:9]([CH2:11][CH2:12][CH:13]([CH2:14][O:15][CH3:16])[NH2:17])[CH2:10]2)[cH:18][cH:19]1.[c:20]1([O:26][C:27](=[O:21])[NH:28][c:29]2[n:30]([CH3:36])[n:31][c:32]([CH2:34][CH3:35])[cH:33]2)[cH:22][cH:23][cH:24][cH:25][cH:37]1>>[Cl:1][c:2]1[cH:3][cH:4][c:5]([O:6][CH:7]2[CH2:8][N:9]([CH2:11][CH2:12][CH:13]([CH2:14][O:15][CH3:16])[NH:17][C:27](=[O:26])[NH:28][c:29]3[n:30]([CH3:36])[n:31][c:32]([CH2:34][CH3:35])[cH:33]3)[CH2:10]2)[cH:18][cH:19]1. Starting materials: C(C)N(C(C1=CC(=C(C=C1)F)[N+](=O)[O-])=O)CC (N,N-diethyl-4-fluoro-3-nitrobenzamide), CN(CCN)C (N1,N1-dimethyl-1,2-ethanediamine). Run at temperature 85 celsius, time 14 hour. The product is CN(CCNC1=C(C=C(C(=O)N(CC)CC)C=C1)[N+](=O)[O-])C (4-{[2-(Dimethylamino)ethyl]amino}-N,N-diethyl-3-nitrobenzamide). Yield: 89.9%. As a reaction SMILES: [CH2:1]([N:3]([CH2:16][CH3:17])[C:4](=[O:15])[C:5]1[CH:10]=[CH:9][C:8](F)=[C:7]([N+:12]([O-:14])=[O:13])[CH:6]=1)[CH3:2].[CH3:18][N:19]([CH3:23])[CH2:20][CH2:21][NH2:22]>>[CH3:18][N:19]([CH3:23])[CH2:20][CH2:21][NH:22][C:8]1[CH:9]=[CH:10][C:5]([C:4]([N:3]([CH2:16][CH3:17])[CH2:1][CH3:2])=[O:15])=[CH:6][C:7]=1[N+:12]([O-:14])=[O:13]. Procedure: Following general procedure 2B, N,N-diethyl-4-fluoro-3-nitrobenzamide (0.534 g, 2.22 mmol) and N1,N1-dimethyl-1,2-ethanediamine (0.22 mL, 2.02 mmol) were stirred at 85° C. for 14 h. The crude product was purified through dissolution in 1 N HCl and extraction with Et2O (2×15 mL). The aqueous phase was adjusted to pH 11 with 5 N NaOH and then extracted with CH2Cl2 (4×15 mL). The combined CH2Cl2 phases were dried over MgSO4, filtered, and concentrated in vacuo to provide the title compound (0.560 g... The reactants are C(C1=CC=CC=C1)OC1=CC=C(C=C1)CCCCN1N=NC=C1 (1-[4-(4-benzyloxyphenyl)butyl]-1H-1,2,3-triazole), [H][H] (hydrogen). The reagents and catalysts are [C].[Pd] (palladium carbon). Solvent: CO (methanol). Product: N1(N=NC=C1)CCCCC1=CC=C(C=C1)O (4-[4-(1H-1,2,3-triazol-1-yl)butyl]phenol). Isolated yield 99.8%. RXN SMILES: C([O:8][C:9]1[CH:14]=[CH:13][C:12]([CH2:15][CH2:16][CH2:17][CH2:18][N:19]2[CH:23]=[CH:22][N:21]=[N:20]2)=[CH:11][CH:10]=1)C1C=CC=CC=1.[H][H]>CO.[C].[Pd]>[N:19]1([CH2:18][CH2:17][CH2:16][CH2:15][C:12]2[CH:11]=[CH:10][C:9]([OH:8])=[CH:14][CH:13]=2)[CH:23]=[CH:22][N:21]=[N:20]1 |f:3.4|. Reported procedure: 1-[4-(4-benzyloxyphenyl)butyl]-1H-1,2,3-triazole (0.38 g) was dissolved in methanol (7.6 ml); 10% palladium carbon (0.1 g) was added, followed by vigorous stirring in a hydrogen atmosphere for 14 hours. The catalyst was filtered off; the filtrate was concentrated to dryness under reduced pressure to yield the titled compound (0.268 g) as a crystalline powder. Starting materials: N1=CC=C(C=C1)CCCO (3-(4-pyridyl)propan-1-ol), CC=1C=CC(=CC1)S(=O)(=O)O (p-TsOH). The reagents and catalysts are O=[Pt]=O (PtO2). Run in CCO (EtOH). Reaction conditions: time 6 hour. Product: C1(=CC=C(C=C1)S(=O)(=O)OCCCC1CCNCC1)C (3-(Piperidin-4-yl)propan-1-ol p-toluenesulfonate). Isolated yield 112.1%. RXN SMILES: [N:1]1[CH:6]=[CH:5][C:4]([CH2:7][CH2:8][CH2:9][OH:10])=[CH:3][CH:2]=1.[CH3:11][C:12]1[CH:13]=[CH:14][C:15]([S:18](O)(=[O:20])=[O:19])=[CH:16][CH:17]=1>CCO.O=[Pt]=O>[C:12]1([CH3:11])[CH:17]=[CH:16][C:15]([S:18]([O:10][CH2:9][CH2:8][CH2:7][CH:4]2[CH2:5][CH2:6][NH:1][CH2:2][CH2:3]2)(=[O:20])=[O:19])=[CH:14][CH:13]=1. Procedure details: To a solution of 3-(4-pyridyl)propan-1-ol (15.13 g, 0.1103 mol) in EtOH (100 mL) was added p-TsOH (20.98 g, 0.1103 mol) and PtO2 (1.5 g, 6.6 mmol). The resulting mixture was placed on a Parr apparatus and hydrogenated at 55 p.s.i. After 6 hr, the mixture was filtered (EtOH wash) and the filtrate concentrated in vacuo, giving 36.78 g (>100%) of the desired piperidine; 1H NMR (300 MHz, CDCl3) δ 7.7 (d, 2H), 7.2 (d, 2H), 3.55 (t, 2H), 3.3 (m, 4H), 2.95 (bt, 2H), 2.38 (s, 3H), 1.95 (bd, 2H), 1.58 (m...